The task is: describe an organic reaction: reactants, conditions, products, and yield. This data is from the Open Reaction Database (ORD), a public repository of structured organic reaction records. Starting materials: OC=1C=C(C=O)C=CC1 (3-hydroxybenzaldehyde), CS(=O)(=O)OCCCCOCC1=CC=CC=C1 (4-(benzyloxy)butyl methanesulfonate). Yields the product C(C1=CC=CC=C1)OCCCCOC=1C=C(C=O)C=CC1 (3-(4-(benzyloxy)butoxy)benzaldehyde). Reaction SMILES: [OH:1][C:2]1[CH:3]=[C:4]([CH:7]=[CH:8][CH:9]=1)[CH:5]=[O:6].CS(O[CH2:15][CH2:16][CH2:17][CH2:18][O:19][CH2:20][C:21]1[CH:26]=[CH:25][CH:24]=[CH:23][CH:22]=1)(=O)=O>>[CH2:20]([O:19][CH2:18][CH2:17][CH2:16][CH2:15][O:1][C:2]1[CH:3]=[C:4]([CH:7]=[CH:8][CH:9]=1)[CH:5]=[O:6])[C:21]1[CH:26]=[CH:25][CH:24]=[CH:23][CH:22]=1. Procedure: Alkylation reaction of 3-hydroxybenzaldehyde (11) with 4-(benzyloxy)butyl methanesulfonate following the method used in Example 149 gave 3-(4-(benzyloxy)butoxy)benzaldehyde (137) as a clear oil. Yield (1.5 g, 80%): 1H NMR (400 MHz, CDCl3) δ 9.97 (s, 1H), 7.42-7.46 (m, 2H), 7.33-7.38 (m, 5H), 7.28-7.31 (m, 1H), 7.14-7.18 (m, 1H), 4.53 (s, 2H), 4.04 (t, J=6.4 Hz, 2H), 3.56 (t, J=6.4 Hz, 2H), 1.88-1.98 (m, 2H), 1.80-1.87 (m, 2H). Reactants: N1C=CC2=CC(=CC=C12)C(=O)OCC1=CC=CC=C1 (benzyl indole-5-carboxylate), BrCC1=C(C=C(C(=O)OC)C=C1)OC (methyl 4-bromomethyl-3-methoxybenzoate), [I-].[K+] (potassium iodide). Solvent: CN(C=O)C (N,N-dimethylformamide). Product: ICC1=C(C=C(C(=O)OC)C=C1)OC (methyl 4-iodomethyl-3-methoxybenzoate). Isolated yield 26.3%. RXN SMILES: N1C2C(=CC(C(OCC3C=CC=CC=3)=O)=CC=2)C=C1.Br[CH2:21][C:22]1[CH:31]=[CH:30][C:25]([C:26]([O:28][CH3:29])=[O:27])=[CH:24][C:23]=1[O:32][CH3:33].[I-:34].[K+]>CN(C)C=O>[I:34][CH2:21][C:22]1[CH:31]=[CH:30][C:25]([C:26]([O:28][CH3:29])=[O:27])=[CH:24][C:23]=1[O:32][CH3:33] |f:2.3|. Reported procedure: A solution of benzyl indole-5-carboxylate (86.8 g), methyl 4-bromomethyl-3-methoxybenzoate (89.5 g) and potassium iodide (57.4 g) in N,N-dimethylformamide (900 ml) was heated to 80° C. for 10 hours. The reaction mixture was evaporated and partitioned between diethyl ether and water. The organic layer was separated and washed with water. The aqueous washes were combined and extracted with diethyl ether. The combined organic extract was dried (MgSO4) and evaporated. The residue was purified by fla... Product: O=C(O)C=Cc1ccc2c(c1)CC(CNS(=O)(=O)c1ccc(Cl)cc1)C2. Starting materials: CCOC(=O)C=Cc1ccc2c(c1)CC(CNS(=O)(=O)c1ccc(Cl)cc1)C2, Cl, [Na+], [OH-]. As a reaction SMILES: [CH2:1]([CH3:2])[O:3][C:4]([CH:5]=[CH:6][c:7]1[cH:8][c:9]2[c:13]([cH:14][cH:15]1)[CH2:12][CH:11]([CH2:16][NH:17][S:18](=[O:19])(=[O:20])[c:21]1[cH:22][cH:23][c:24]([Cl:27])[cH:25][cH:26]1)[CH2:10]2)=[O:28].[ClH:29].[Na+:31].[OH-:30]>>[O:3]=[C:4]([CH:5]=[CH:6][c:7]1[cH:8][c:9]2[c:13]([cH:14][cH:15]1)[CH2:12][CH:11]([CH2:16][NH:17][S:18](=[O:19])(=[O:20])[c:21]1[cH:22][cH:23][c:24]([Cl:27])[cH:25][cH:26]1)[CH2:10]2)[OH:28]. The reactants are C1CCOC1, CC1(C)OC(=O)c2cc(N(Cc3ccc(C(=O)O)cc3)C(=O)CCC3CCCC3)ccc2O1, CC(C)COC(=O)Cl, Cl, NCc1ccc(Oc2ccccc2)cc1. The product is CC1(C)OC(=O)c2cc(N(Cc3ccc(C(=O)NCc4ccc(Oc5ccccc5)cc4)cc3)C(=O)CCC3CCCC3)ccc2O1. RXN SMILES: [CH2:58]1[O:59][CH2:60][CH2:61][CH2:62]1.[CH:1]1([CH2:6][CH2:7][C:8](=[O:9])[N:10]([c:11]2[cH:12][c:13]3[c:14]([cH:22][cH:23]2)[O:15][C:16]([CH3:20])([CH3:21])[O:17][C:18]3=[O:19])[CH2:24][c:25]2[cH:26][cH:27][c:28]([C:29](=[O:30])[OH:31])[cH:32][cH:33]2)[CH2:2][CH2:3][CH2:4][CH2:5]1.[Cl:34][C:35]([O:36][CH2:37][CH:38]([CH3:39])[CH3:40])=[O:41].[ClH:57].[O:42]([c:43]1[cH:44][cH:45][cH:46][cH:47][cH:48]1)[c:49]1[cH:50][cH:51][c:52]([CH2:53][NH2:54])[cH:55][cH:56]1>>[CH:1]1([CH2:6][CH2:7][C:8](=[O:9])[N:10]([c:11]2[cH:12][c:13]3[c:14]([cH:22][cH:23]2)[O:15][C:16]([CH3:20])([CH3:21])[O:17][C:18]3=[O:19])[CH2:24][c:25]2[cH:26][cH:27][c:28]([C:29](=[O:30])[NH:54][CH2:53][c:52]3[cH:51][cH:50][c:49]([O:42][c:43]4[cH:44][cH:45][cH:46][cH:47][cH:48]4)[cH:56][cH:55]3)[cH:32][cH:33]2)[CH2:2][CH2:3][CH2:4][CH2:5]1. Starting materials: COc1ccc(C(Sc2ccccc2N)C(O)C(N)=O)cc1, Cc1ccccc1C. Product: COc1ccc(C2Sc3ccccc3NC(=O)C2O)cc1. As a reaction SMILES: [NH2:1][c:2]1[c:3]([S:8][CH:9]([CH:10]([C:11](=[O:12])[NH2:13])[OH:14])[c:15]2[cH:16][cH:17][c:18]([O:21][CH3:22])[cH:19][cH:20]2)[cH:4][cH:5][cH:6][cH:7]1.[c:23]1([CH3:24])[c:25]([CH3:26])[cH:27][cH:28][cH:29][cH:30]1>>[c:2]12[c:3]([cH:4][cH:5][cH:6][cH:7]1)[S:8][CH:9]([c:15]1[cH:16][cH:17][c:18]([O:21][CH3:22])[cH:19][cH:20]1)[CH:10]([OH:14])[C:11](=[O:12])[NH:13]2.